Dataset: the Open Reaction Database (ORD), a public repository of structured organic reaction records. Task: describe an organic reaction: reactants, conditions, products, and yield Reactants: CC1=NC2=C(C=CC(=C2C=C1)C)OC (2,5-dimethyl-8-methoxyquinoline). Reagents/catalysts: [Ni] (Raney nickel). Run in C(CC)O (propanol). The product is CC1NC2=C(C=CC(=C2CC1)C)OC (2,5-dimethyl-8-methoxy-1,2,3,4-tetrahydroquinoline). Yield: 60.0%. As a reaction SMILES: [CH3:1][C:2]1[CH:11]=[CH:10][C:9]2[C:4](=[C:5]([O:13][CH3:14])[CH:6]=[CH:7][C:8]=2[CH3:12])[N:3]=1>C(O)CC.[Ni]>[CH3:1][CH:2]1[CH2:11][CH2:10][C:9]2[C:4](=[C:5]([O:13][CH3:14])[CH:6]=[CH:7][C:8]=2[CH3:12])[NH:3]1. Procedure: Then 243 parts of 2,5-dimethyl-8-methoxyquinoline in 0.6 l propanol and 20 parts Raney nickel were hydrogenated at 80° C. under 6.9 MPa for 4 hours. This was filtered and solvent stripped under reduced pressure and distilled in vacuum to yield 60% of 2,5-dimethyl-8-methoxy-1,2,3,4-tetrahydroquinoline. Starting materials: COC1=CC=C(CN2C(C=CC3=NC=C(C=C23)Br)=O)C=C1 (1-(4-methoxybenzyl)-7-bromo-1,5-naphthyridin-2(1H)-one), Cl.N1CC(C1)O (azetidin-3-ol hydrochloride), C(=O)([O-])[O-].[Cs+].[Cs+] (Cs2CO3). Reagents/catalysts: C=1C=CC(=CC1)/C=C/C(=O)/C=C/C2=CC=CC=C2.C=1C=CC(=CC1)/C=C/C(=O)/C=C/C2=CC=CC=C2.C=1C=CC(=CC1)/C=C/C(=O)/C=C/C2=CC=CC=C2.[Pd].[Pd] (Pd2(dba)3), CC1(C2=C(C(=CC=C2)P(C3=CC=CC=C3)C4=CC=CC=C4)OC5=C(C=CC=C51)P(C6=CC=CC=C6)C7=CC=CC=C7)C (Xantphos). Run in O1CCOCC1 (1,4-dioxane). Product: COC1=CC=C(CN2C(C=CC3=NC=C(C=C23)N2CC(C2)O)=O)C=C1 (1-(4-methoxybenzyl)-7-(3-hydroxyazetidin-1-yl)-1,5-naphthyridin-2(1H)-one). Isolated yield 91.0%. Reaction SMILES: [CH3:1][O:2][C:3]1[CH:21]=[CH:20][C:6]([CH2:7][N:8]2[C:17]3[C:12](=[N:13][CH:14]=[C:15](Br)[CH:16]=3)[CH:11]=[CH:10][C:9]2=[O:19])=[CH:5][CH:4]=1.Cl.[NH:23]1[CH2:26][CH:25]([OH:27])[CH2:24]1.C([O-])([O-])=O.[Cs+].[Cs+]>O1CCOCC1.C1C=CC(/C=C/C(/C=C/C2C=CC=CC=2)=O)=CC=1.C1C=CC(/C=C/C(/C=C/C2C=CC=CC=2)=O)=CC=1.C1C=CC(/C=C/C(/C=C/C2C=CC=CC=2)=O)=CC=1.[Pd].[Pd].CC1(C)C2C(=C(P(C3C=CC=CC=3)C3C=CC=CC=3)C=CC=2)OC2C(P(C3C=CC=CC=3)C3C=CC=CC=3)=CC=CC1=2>[CH3:1][O:2][C:3]1[CH:21]=[CH:20][C:6]([CH2:7][N:8]2[C:17]3[C:12](=[N:13][CH:14]=[C:15]([N:23]4[CH2:26][CH:25]([OH:27])[CH2:24]4)[CH:16]=3)[CH:11]=[CH:10][C:9]2=[O:19])=[CH:5][CH:4]=1 |f:1.2,3.4.5,7.8.9.10.11|. Procedure: A mixture of 1-(4-methoxybenzyl)-7-bromo-1,5-naphthyridin-2(1H)-one (C-5) (8.1 g, 23.46 mmol, 1.0 eq), azetidin-3-ol hydrochloride (3.08 g, 28.15 mmol, 1.2 eq), Pd2(dba)3 (429 mg, 0.47 mmol, 0.02 eq), Xantphos (407 mg, 0.7 mmol, 0.03 eq) and Cs2CO3 (19.87 g, 61 mmol, 2.6 eq) in 1,4-dioxane (100 mL) was heated at reflux temperature under argon atmosphere overnight then cooled and filtered, the filter cake was washed with ethyl acetate and the combined filtrate was concentrated in vacuo and the re... Reactants: C#CCC1CC2C3CCC(=O)C3(C)CCC2C2(C)CCC(=O)C=C12, N#CC1=C(C#N)C(=O)C(Cl)=C(Cl)C1=O, ClCCl, C1COCCO1. Product: C#CCC1CC2C(CCC3(C)C(=O)CCC23)C2(C)C=CC(=O)C=C12. Reaction SMILES: [CH2:1]([C:2]#[CH:3])[CH:4]1[CH2:5][CH:6]2[CH:7]3[CH2:8][CH2:9][C:10](=[O:24])[C:11]3([CH3:12])[CH2:13][CH2:14][CH:15]2[C:16]2([CH3:23])[CH2:17][CH2:18][C:19](=[O:22])[CH:20]=[C:21]12.[Cl:25][C:26]1=[C:37]([Cl:38])[C:35](=[O:36])[C:32]([C:33]#[N:34])=[C:29]([C:30]#[N:31])[C:27]1=[O:28].[Cl:39][CH2:40][Cl:41].[O:42]1[CH2:43][CH2:44][O:45][CH2:46][CH2:47]1>>[CH2:1]([C:2]#[CH:3])[CH:4]1[CH2:5][CH:6]2[CH:7]3[CH2:8][CH2:9][C:10](=[O:24])[C:11]3([CH3:12])[CH2:13][CH2:14][CH:15]2[C:16]2([CH3:23])[CH:17]=[CH:18][C:19](=[O:22])[CH:20]=[C:21]12. Starting materials: C1(CCCC1)=O (cyclopentanone), C(#N)CC(=O)OCC (ethyl cyanoacetate). Product: C1C(CCC1)=C(C(=O)OCC)C#N (Ethyl (2-cyclopentylidene)cyanoacetate). The yield is 69.0%. As a reaction SMILES: [C:1]1(=O)[CH2:5][CH2:4][CH2:3][CH2:2]1.[C:7]([CH2:9][C:10]([O:12][CH2:13][CH3:14])=[O:11])#[N:8]>>[CH2:2]1[CH2:3][CH2:4][CH2:5][C:1]1=[C:9]([C:7]#[N:8])[C:10]([O:12][CH2:13][CH3:14])=[O:11]. Procedure: The sub-title compound was prepared in a 69% yield analogously to the method described in Organic Synthesis, 39, 25 (1959) from cyclopentanone and ethyl cyanoacetate. Reactants: above compound, NC1=CC=CC=2OCCOC21 (5-amino-1,4-benzodioxane). The solvent is ClC1=CC=CC=C1 (chlorobenzene). Product: O1CCOC2=C1C=CC=C2N2CCC(CC2)N (1-(2,3-dihydro[1,4]benzodioxin-5-yl)-4aminopiperidine). The yield is 68.1%. As a reaction SMILES: [NH2:1][C:2]1[C:11]2[O:10][CH2:9][CH2:8][O:7][C:6]=2[CH:5]=[CH:4][CH:3]=1>ClC1C=CC=CC=1>[O:7]1[C:6]2[CH:5]=[CH:4][CH:3]=[C:2]([N:1]3[CH2:6][CH2:11][CH:2]([NH2:1])[CH2:3][CH2:4]3)[C:11]=2[O:10][CH2:9][CH2:8]1. Procedure details: 20 g (59.0 mmol) of the above compound are mixed with 8.9 g (58.9 mmol) of 5-amino-1,4-benzodioxane in 120 ml of chlorobenzene at room temperature, and the mixture is then heated at reflux overnight. It is allowed to cool the product is deposited on the walls of the three-necked flask. The chlorobenzene phase is decanted off, and then the residue is taken up in 50 ml of water then 200 ml of N hydrochloric acid, washed with ether (significant emulsion), rendered basic in the cold with concentrate...